Dataset: the Open Reaction Database (ORD), a public repository of structured organic reaction records. Task: describe an organic reaction: reactants, conditions, products, and yield Reactants: [NH4+].[Cl-] (NH4Cl), N (ammonia), [Na] (Sodium), 1,6-anhydro-4-O-benzyl-2-deoxy-2-[1D-(1N,2,4/3)-2,3,4-tri-O-benzyl-5-C-benzyloxymethyl-2,3,4-trihydroxy-5-cyclohexen-1-yl)amino, C1[C@@H]([C@@H]([C@H]([C@@H]([C@]1(CO)O)O)O)O)N.C1[C@@H]2[C@H]([C@@H]([C@H]([C@H](O1)O2)O)O)O (valiolamine 1,6-anhydroglucose), C1[C@@H]([C@@H]([C@H]([C@@H]([C@]1(CO)O)O)O)O)N.C1[C@@H]2[C@H]([C@@H]([C@H]([C@H](O1)O2)O)O)O (valiolamine 1,6-anhydroglucose). Solvent: C1CCOC1 (THF). Conditions: time 30 minute. The product is C1[C@@H]([C@@H]([C@H]([C@@H]([C@]1(CO)O)O)O)O)N.O=C[C@H](O)[C@@H](O)[C@H](O)[C@H](O)CO (valiolamine glucose). Yield: 75.8%. As a reaction SMILES: [CH2:1]1[C@:6]([OH:9])([CH2:7][OH:8])[C@@H:5]([OH:10])[C@H:4]([OH:11])[C@@H:3]([OH:12])[C@H:2]1[NH2:13].[CH2:14]1[O:20][C@@H:19]2[O:21][C@H:15]1[C@@H:16]([OH:24])[C@H:17]([OH:23])[C@H:18]2[OH:22].N.[Na].[NH4+].[Cl-]>C1COCC1>[CH2:1]1[C@:6]([OH:9])([CH2:7][OH:8])[C@@H:5]([OH:10])[C@H:4]([OH:11])[C@@H:3]([OH:12])[C@H:2]1[NH2:13].[O:20]=[CH:14][C@@H:15]([C@H:16]([C@@H:17]([C@@H:18]([CH2:19][OH:8])[OH:22])[OH:23])[OH:24])[OH:21] |f:0.1,4.5,7.8,^1:25|. Procedure details: 1.09 g (1.41 mmol)of 1,6-anhydro-4-O-benzyl-2-deoxy-2-[1D-(1N,2,4/3)-2,3,4-tri-O-benzyl-5-C-benzyloxymethyl-2,3,4-trihydroxy-5-cyclohexen-1-yl)amino]-β-D-glucopyranose (compound 3) was dissolved in THF (20 ml) and liquid ammonia (~100 ml) was added at -78° C. Sodium (0.42 g) was added and the reaction mixture was stirred for 30 minutes at this temperature. NH4Cl(2 g) was then added and ammonia and THF were evaporated at room temperature. The residue was acetylated in pyridine (5 ml) and acetic a... The reactants are Cl (hydrochloric acid), C(C)(C)(C)C1=C(C(=CC(=C1)S)C(C)(C)C)O (2,6-di-t-butyl-4-mercaptophenol), C([O-])([O-])=O.[K+].[K+] (potassium carbonate), ClC[Si](C)(C)CCCCCCCCCCCC (chloromethyldodecyldimethylsilane). Run in CN(C=O)C (dimethylformamide), ice water. Conditions: time 8 hour. Yields the product C(C)(C)(C)C1=C(C(=CC(=C1)SC[Si](CCCCCCCCCCCC)(C)C)C(C)(C)C)O (2,6-Di-t-butyl-4[(dimethyldodecylsilyl)methylthio]phenol). Reaction SMILES: [C:1]([C:5]1[CH:10]=[C:9]([SH:11])[CH:8]=[C:7]([C:12]([CH3:15])([CH3:14])[CH3:13])[C:6]=1[OH:16])([CH3:4])([CH3:3])[CH3:2].C(=O)([O-])[O-].[K+].[K+].Cl[CH2:24][Si:25]([CH2:28][CH2:29][CH2:30][CH2:31][CH2:32][CH2:33][CH2:34][CH2:35][CH2:36][CH2:37][CH2:38][CH3:39])([CH3:27])[CH3:26].Cl>CN(C)C=O>[C:12]([C:7]1[CH:8]=[C:9]([S:11][CH2:24][Si:25]([CH3:26])([CH3:27])[CH2:28][CH2:29][CH2:30][CH2:31][CH2:32][CH2:33][CH2:34][CH2:35][CH2:36][CH2:37][CH2:38][CH3:39])[CH:10]=[C:5]([C:1]([CH3:4])([CH3:3])[CH3:2])[C:6]=1[OH:16])([CH3:15])([CH3:14])[CH3:13] |f:1.2.3|. Procedure details: Mix 2,6-di-t-butyl-4-mercaptophenol (2.4 g, 10 mmol), potassium carbonate (1.7 g, 12.3 mmol), chloromethyldodecyldimethylsilane (2.8 g, 10 mmole) and dimethylformamide (50 mL) and stir overnight at room temperature under argon atmosphere. Dilute the mixture with ice-water, acidify with aqueous hydrochloric acid and extract with ethyl ether. Wash the ethereal layer with water, then brine, filter through fluorosil-Na2SO4 and evaporate to an orange semi-solid (4.0 g). Purify the product by first di... Reactants: N[C@H]1[C@@H]2N(C(=C(CS2)CSC2=CC(OC2)=O)C(=O)OC(C2=CC=CC=C2)C2=CC=CC=C2)C1=O (diphenylmethyl 7β-amino-3-(2,5-dihydro-2-oxofuran-4-ylthiomethyl)ceph-3-em-4-carboxylate), N1=CC=CC=C1 (pyridine), C(C1=CC=CC=C1)(C1=CC=CC=C1)(C1=CC=CC=C1)NC=1SC=C(N1)/C(/C(=O)[O-])=N/OC(C1=CC=CC=C1)(C1=CC=CC=C1)C1=CC=CC=C1.[Na+] (sodium 2-(2-tritylaminothiazol-4-yl)-2-(Z)-trityloxyiminoacetate), CS(=O)(=O)Cl (methanesulphonyl chloride). Solvent: CN(C=O)C (dimethylformamide), CN(C=O)C (dimethylformamide). Run at time 30 minute. The product is O=C1OCC(=C1)SCC=1CS[C@H]2N(C1C(=O)OC(C1=CC=CC=C1)C1=CC=CC=C1)C([C@H]2NC(\C(=N/OC(C2=CC=CC=C2)(C2=CC=CC=C2)C2=CC=CC=C2)\C=2N=C(SC2)NC(C2=CC=CC=C2)(C2=CC=CC=C2)C2=CC=CC=C2)=O)=O (Diphenylmethyl 3-(2,5-Dihydro-2-oxofuran-4-yl-thiomethyl)-7β-[2-(2-tritylaminothiazol-4-yl)-2-(Z)-trityloxyiminoacetamido]ceph-3-em-4-carboxylate). The yield is 64.9%. As a reaction SMILES: [C:1]([NH:20][C:21]1[S:22][CH:23]=[C:24](/[C:26](=[N:30]/[O:31][C:32]([C:45]2[CH:50]=[CH:49][CH:48]=[CH:47][CH:46]=2)([C:39]2[CH:44]=[CH:43][CH:42]=[CH:41][CH:40]=2)[C:33]2[CH:38]=[CH:37][CH:36]=[CH:35][CH:34]=2)/[C:27]([O-])=[O:28])[N:25]=1)([C:14]1[CH:19]=[CH:18][CH:17]=[CH:16][CH:15]=1)([C:8]1[CH:13]=[CH:12][CH:11]=[CH:10][CH:9]=1)[C:2]1[CH:7]=[CH:6][CH:5]=[CH:4][CH:3]=1.[Na+].CS(Cl)(=O)=O.[NH2:57][C@@H:58]1[C:89](=[O:90])[N:60]2[C:61]([C:73]([O:75][CH:76]([C:83]3[CH:88]=[CH:87][CH:86]=[CH:85][CH:84]=3)[C:77]3[CH:82]=[CH:81][CH:80]=[CH:79][CH:78]=3)=[O:74])=[C:62]([CH2:65][S:66][C:67]3[CH2:71][O:70][C:69](=[O:72])[CH:68]=3)[CH2:63][S:64][C@H:59]12.N1C=CC=CC=1>CN(C)C=O>[O:72]=[C:69]1[CH:68]=[C:67]([S:66][CH2:65][C:62]2[CH2:63][S:64][C@@H:59]3[C@H:58]([NH:57][C:27](=[O:28])/[C:26](/[C:24]4[N:25]=[C:21]([NH:20][C:1]([C:14]5[CH:19]=[CH:18][CH:17]=[CH:16][CH:15]=5)([C:8]5[CH:9]=[CH:10][CH:11]=[CH:12][CH:13]=5)[C:2]5[CH:3]=[CH:4][CH:5]=[CH:6][CH:7]=5)[S:22][CH:23]=4)=[N:30]\[O:31][C:32]([C:45]4[CH:50]=[CH:49][CH:48]=[CH:47][CH:46]=4)([C:39]4[CH:40]=[CH:41][CH:42]=[CH:43][CH:44]=4)[C:33]4[CH:34]=[CH:35][CH:36]=[CH:37][CH:38]=4)[C:89](=[O:90])[N:60]3[C:61]=2[C:73]([O:75][CH:76]([C:83]2[CH:84]=[CH:85][CH:86]=[CH:87][CH:88]=2)[C:77]2[CH:82]=[CH:81][CH:80]=[CH:79][CH:78]=2)=[O:74])[CH2:71][O:70]1 |f:0.1|. Procedure: A stirred solution of sodium 2-(2-tritylaminothiazol-4-yl)-2-(Z)-trityloxyiminoacetate (762 mg) in dimethylformamide (4 ml) was cooled to -55° C. to -60° C. and methanesulphonyl chloride (0.085 ml) was added. The mixture was stirred at the same temperature for 30 mins and then a solution of diphenylmethyl 7β-amino-3-(2,5-dihydro-2-oxofuran-4-ylthiomethyl)ceph-3-em-4-carboxylate (494 mg) in dimethylformamide (4 ml) was added followed by pyridine (0.08 ml). The mixture was then stirred at 0° C. fo... Reactants: OC=1C=C(C=O)C=CC1OC (3-hydroxy-4-methoxybenzaldehyde), N1=C(C=C(C=C1C)C)C (collidine), ClCC(=O)Cl (chloroacetyl chloride). The solvent is C(Cl)(Cl)Cl (chloroform). Reaction conditions: temperature 25 celsius, time 2 hour. The product is ClCC(=O)OC=1C=C(C=O)C=CC1OC (3-chloroacetoxy-4-methoxybenzaldehyde). Reaction SMILES: [OH:1][C:2]1[CH:3]=[C:4]([CH:7]=[CH:8][C:9]=1[O:10][CH3:11])[CH:5]=[O:6].N1C(C)=CC(C)=CC=1C.[Cl:21][CH2:22][C:23](Cl)=[O:24]>C(Cl)(Cl)Cl>[Cl:21][CH2:22][C:23]([O:1][C:2]1[CH:3]=[C:4]([CH:7]=[CH:8][C:9]=1[O:10][CH3:11])[CH:5]=[O:6])=[O:24]. Reported procedure: A stirred mixture containing 108 g. (710 mmol.) of 3-hydroxy-4-methoxybenzaldehyde, 500 ml. of chloroform, and 125 ml. of collidine was kept below 10° C., treated dropwise with 70 ml. (800 mmol.) of chloroacetyl chloride over a 1-hour period, and then stirred 2 hours at 25° C. The solution was serially extracted with 500-ml. portions of water, 0.3N HCl, and water (2×). Chloroform was evaporated and crude 3-chloroacetoxy-4-methoxybenzaldehyde was recrystallized from diethyl ether (147 g., 91%), m... Reactants: C1(=CC=CC=C1)C=1SC=C(N1)COC1=CC=C(C=N1)CO (6-(2-phenyl-4-thiazolylmethoxy)-3-pyridylmethanol), S(=O)(Cl)Cl (thionyl chloride). Run at time 1 hour. The product is ClCC=1C=CC(=NC1)OCC=1N=C(SC1)C1=CC=CC=C1 (5-chloromethyl-2-(2-phenyl-4-thiazolylmethoxy)pyridine). The yield is 76.0%. Reaction SMILES: [C:1]1([C:7]2[S:8][CH:9]=[C:10]([CH2:12][O:13][C:14]3[N:19]=[CH:18][C:17]([CH2:20]O)=[CH:16][CH:15]=3)[N:11]=2)[CH:6]=[CH:5][CH:4]=[CH:3][CH:2]=1.S(Cl)([Cl:24])=O>>[Cl:24][CH2:20][C:17]1[CH:16]=[CH:15][C:14]([O:13][CH2:12][C:10]2[N:11]=[C:7]([C:1]3[CH:6]=[CH:5][CH:4]=[CH:3][CH:2]=3)[S:8][CH:9]=2)=[N:19][CH:18]=1. Procedure: A mixture of 6-(2-phenyl-4-thiazolylmethoxy)-3-pyridylmethanol (2.98 g) and thionyl chloride (15 ml) was stirred at room temperature for 1 hour. The reaction mixture was concentrated under reduced pressure, and saturated aqueous sodium bicarbonate solution was added to the residue, which was extracted with ethyl acetate. The ethyl acetate layer was washed with saturated aqueous sodium chloride solution, dried (MgSO4) and concentrated. The residue was subjected to silica gel column chromatography... Reactants: ice water, C([O-])(O)=O.[Na+] (Sodium bicarbonate), BrC1C=CCCCCC1 (3-bromocyclooctene), O=C1C(CNC2=C(N1)C=CC=C2)NC(=O)OC(C)(C)C (2-oxo-3-tert-butoxycarbonylamino-1,3,4,5-tetrahydro-2H-1,5-benzodiazepine). Solvent: CN(C=O)C (N,N-dimethylformamide). Conditions: temperature 80 celsius, time 8 hour. Yields the product O=C1C(CN(C2=C(N1)C=CC=C2)C2C=CCCCCC2)NC(=O)OC(C)(C)C (2-oxo-3-tert-butoxycarbonylamino-5-(2-cycloocten-1-yl)-1,3,4,5-tetrahydro-2H-1,5-benzodiazepine). Isolated yield 44.2%. As a reaction SMILES: C(=O)(O)[O-].[Na+].Br[CH:7]1[CH2:14][CH2:13][CH2:12][CH2:11][CH2:10][CH:9]=[CH:8]1.[O:15]=[C:16]1[NH:22][C:21]2[CH:23]=[CH:24][CH:25]=[CH:26][C:20]=2[NH:19][CH2:18][CH:17]1[NH:27][C:28]([O:30][C:31]([CH3:34])([CH3:33])[CH3:32])=[O:29]>CN(C)C=O>[O:15]=[C:16]1[NH:22][C:21]2[CH:23]=[CH:24][CH:25]=[CH:26][C:20]=2[N:19]([CH:7]2[CH2:14][CH2:13][CH2:12][CH2:11][CH2:10][CH:9]=[CH:8]2)[CH2:18][CH:17]1[NH:27][C:28]([O:30][C:31]([CH3:34])([CH3:33])[CH3:32])=[O:29] |f:0.1|. Reported procedure: Sodium bicarbonate (606 mg) and 3-bromocyclooctene (1.36 g) were added to a solution of 2-oxo-3-tert-butoxycarbonylamino-1,3,4,5-tetrahydro-2H-1,5-benzodiazepine (1 g) in N,N-dimethylformamide (20 ml), the mixture was stirred overnight at 80° C. After the reaction mixture was allowed to cool, ice-water was added thereto, extracted with ethyl acetate, the organic layer was washed with saturated brine. The resultant mixture was dried over anhydrous sodium sulfate, the solvent was evaporated under ... The reactants are CCOC(C)=O, CC#N, FC1(C2CC2)CNC1, Cc1cc(Nc2nc(S(C)(=O)=O)nc(Cl)c2F)[nH]n1, O. Yields the product Cc1cc(Nc2nc(S(C)(=O)=O)nc(N3CC(F)(C4CC4)C3)c2F)[nH]n1. Reaction SMILES: [CH2:31]([O:32][C:33](=[O:34])[CH3:35])[CH3:36].[CH3:28][C:29]#[N:30].[CH:20]1([C:23]2([F:27])[CH2:24][NH:25][CH2:26]2)[CH2:21][CH2:22]1.[Cl:1][c:2]1[c:3]([F:19])[c:4]([NH:12][c:13]2[cH:14][c:15]([CH3:18])[n:16][nH:17]2)[n:5][c:6]([S:8](=[O:9])(=[O:10])[CH3:11])[n:7]1.[OH2:37]>>[c:2]1([N:25]2[CH2:24][C:23]([CH:20]3[CH2:21][CH2:22]3)([F:27])[CH2:26]2)[c:3]([F:19])[c:4]([NH:12][c:13]2[cH:14][c:15]([CH3:18])[n:16][nH:17]2)[n:5][c:6]([S:8](=[O:9])(=[O:10])[CH3:11])[n:7]1.